This data is from the Open Reaction Database (ORD), a public repository of structured organic reaction records. The task is: describe an organic reaction: reactants, conditions, products, and yield The reactants are ClC1=CC=C(C=N1)O (6-chloropyridin-3-ol), CS(=O)O[Na] (MeSO2Na), N1[C@H](C(=O)O)CCC1 (L-proline), C(=O)([O-])[O-].[K+].[K+] (K2CO3). Reagents/catalysts: [Cu]I (CuI). Solvent: CS(=O)C (DMSO), O (water). Conditions: temperature 140 celsius. The product is CS(=O)(=O)C1=CC=C(C=N1)O (6-methylsulfonylpyridin-3-ol). Yield: 44.9%. As a reaction SMILES: Cl[C:2]1[N:7]=[CH:6][C:5]([OH:8])=[CH:4][CH:3]=1.[CH3:9][S:10]([O:12][Na])=[O:11].N1CCC[C@H]1C(O)=O.C([O-])([O-])=O.[K+].[K+]>CS(C)=O.[Cu]I.O>[CH3:9][S:10]([C:2]1[N:7]=[CH:6][C:5]([OH:8])=[CH:4][CH:3]=1)(=[O:12])=[O:11] |f:3.4.5|. Procedure details: A mixture of 6-chloropyridin-3-ol (2.00 g, 15.44 mmol), MeSO2Na (2.36 g, 23.16 mmol), CuI (882.16 mg, 4.63 mmol), L-proline (533.28 mg, 4.63 mmol), and K2CO3 (640.19 mg, 4.63 mmol) in DMSO (20 mL) were charged into a microwave tube. The sealed tube was heated at 140° C. for 3 hrs under microwave. After cooling to room temperature, water (100 mL) was added. The mixture was extracted with EtOAc (100 mL×3). The combined organic layers were washed with brine (100 mL), dried over Na2SO4, filtered and...